This data is from the Open Reaction Database (ORD), a public repository of structured organic reaction records. The task is: describe an organic reaction: reactants, conditions, products, and yield Reactants: BrC1=CC(=C(C=C1)C(CC(=O)OCC)=O)O (ethyl 3-(4-bromo-2-hydroxyphenyl)-3-oxopropanoate), BrC1=CC(=C(C=C1)C(CC(=O)OCC)=O)O (ethyl 3-(4-bromo-2-hydroxyphenyl)-3-oxopropanoate). Solvent: C1(=CC=CC=C1)C (toluene). Product: BrC1=CC=C2C(=CC(OC2=C1)=O)O (7-Bromo-4-hydroxy-2H-chromen-2-one). Isolated yield 78.6%. As a reaction SMILES: [Br:1][C:2]1[CH:7]=[CH:6][C:5]([C:8](=[O:15])[CH2:9][C:10]([O:12]CC)=O)=[C:4]([OH:16])[CH:3]=1>C1(C)C=CC=CC=1>[Br:1][C:2]1[CH:3]=[C:4]2[C:5]([C:8]([OH:15])=[CH:9][C:10](=[O:12])[O:16]2)=[CH:6][CH:7]=1. Procedure: A solution of ethyl 3-(4-bromo-2-hydroxyphenyl)-3-oxopropanoate (Intermediate 30) (2.0 g) in dry toluene (20 ml) was stirred at reflux under nitrogen for 24 h. On cooling the resulting precipitate was collected by filtration, washed with ether and dried to give the title compound as a white solid (1.32 g). The reactants are C(C)C(C#C)(CCC=C(C)C)O (3-ethyl-7-methyl-oct-1-yn-6-en-3-ol), COC(=C)C (isopropenyl methyl ether), β-ketoallene. The product is C(C)C(=CC=CC(C)=O)CCC=C(C)C (6-ethyl-10-methyl-undeca-3,5,9-trien-2-one). Reaction SMILES: [CH2:1]([C:3](O)([CH2:6][CH2:7][CH:8]=[C:9]([CH3:11])[CH3:10])[C:4]#[CH:5])[CH3:2].C[O:14][C:15]([CH3:17])=[CH2:16]>>[CH2:1]([C:3]([CH2:6][CH2:7][CH:8]=[C:9]([CH3:11])[CH3:10])=[CH:4][CH:5]=[CH:16][C:15](=[O:14])[CH3:17])[CH3:2]. Procedure details: The acid catalysed reaction of 3-ethyl-7-methyl-oct-1-yn-6-en-3-ol with isopropenyl methyl ether and subsequent base-catalysed isomerisation of the resulting β-ketoallene (G. Saucy, R. Marbet, Helv. 50, 1158, 1967) gave a good yield of 6-ethyl-10-methyl-undeca-3,5,9-trien-2-one which was cyclised with 85% phosphoric acid in a known manner [H. Rouve, M. Stoll, Helv. 30, 2216 (1947)]. The resulting product contained 90% 11-methyl-α-ionone and 11-methyl-γ-ionone (two isomers) in the ratio of 7:3. I... Starting materials: NC=1C=CC(=C(C1)[C@]1(N=C(OC[C@@H]1OCC(F)(F)F)N)C)F ((4R,5R)-4-(5-amino-2-fluoro-phenyl)-4-methyl-5-(2,2,2-trifluoro-ethoxy)-5,6-dihydro-4H-[1,3]oxazin-2-ylamine), C(#N)C=1C=CC(=NC1)C(=O)O (5-cyano-pyridine-2-carboxylic acid). The product is NC=1OC[C@@H]([C@@](N1)(C)C=1C=C(C=CC1F)NC(=O)C1=NC=C(C=C1)C#N)OCC(F)(F)F (5-Cyano-pyridine-2-carboxylic acid {3-[(4R,5R)-2-amino-4-methyl-5-(2,2,2-trifluoro-ethoxy)-5,6-dihydro-4H-[1,3]oxazin-4-yl]-4-fluoro-phenyl}-amide). As a reaction SMILES: [NH2:1][C:2]1[CH:3]=[CH:4][C:5]([F:22])=[C:6]([C@:8]2([CH3:21])[C@@H:13]([O:14][CH2:15][C:16]([F:19])([F:18])[F:17])[CH2:12][O:11][C:10]([NH2:20])=[N:9]2)[CH:7]=1.[C:23]([C:25]1[CH:26]=[CH:27][C:28]([C:31](O)=[O:32])=[N:29][CH:30]=1)#[N:24]>>[NH2:20][C:10]1[O:11][CH2:12][C@H:13]([O:14][CH2:15][C:16]([F:18])([F:19])[F:17])[C@:8]([C:6]2[CH:7]=[C:2]([NH:1][C:31]([C:28]3[CH:27]=[CH:26][C:25]([C:23]#[N:24])=[CH:30][N:29]=3)=[O:32])[CH:3]=[CH:4][C:5]=2[F:22])([CH3:21])[N:9]=1. Procedure: The condensation of (4R,5R)-4-(5-amino-2-fluoro-phenyl)-4-methyl-5-(2,2,2-trifluoro-ethoxy)-5,6-dihydro-4H-[1,3]oxazin-2-ylamine (A8.4) and 5-cyano-pyridine-2-carboxylic acid following procedure I yielded the title compound as a white solid. MS (ISP): m/z=452.1 [M+H]+. The reactants are CN(C)C=O, CC(C)(C)c1cc(-n2nc3ccc(Cl)cc3n2)c(O)c(C(C)(C)C)c1, [Na+], [OH-], O, Sc1ccccc1, c1ccc2[nH]nnc2c1. Yields the product CC(C)(C)c1cc(-n2nc3ccc(Sc4ccccc4)cc3n2)c(O)c(C(C)(C)C)c1. As a reaction SMILES: [CH3:45][N:46]([CH3:47])[CH:48]=[O:49].[Cl:1][c:2]1[cH:3][c:4]2[c:5]([n:6][n:7](-[c:9]3[c:10]([OH:23])[c:11]([C:19]([CH3:20])([CH3:21])[CH3:22])[cH:12][c:13]([C:15]([CH3:16])([CH3:17])[CH3:18])[cH:14]3)[n:8]2)[cH:24][cH:25]1.[Na+:34].[OH-:33].[OH2:44].[SH:26][c:27]1[cH:28][cH:29][cH:30][cH:31][cH:32]1.[nH:35]1[c:36]2[cH:37][cH:38][cH:39][cH:40][c:41]2[n:42][n:43]1>>[c:2]1([S:26][c:27]2[cH:28][cH:29][cH:30][cH:31][cH:32]2)[cH:3][c:4]2[c:5]([n:6][n:7](-[c:9]3[c:10]([OH:23])[c:11]([C:19]([CH3:20])([CH3:21])[CH3:22])[cH:12][c:13]([C:15]([CH3:16])([CH3:17])[CH3:18])[cH:14]3)[n:8]2)[cH:24][cH:25]1.